Task: describe an organic reaction: reactants, conditions, products, and yield. Dataset: the Open Reaction Database (ORD), a public repository of structured organic reaction records Starting materials: C1CCNCC1, CN1CCCC1, CCN(C(C)C)C(C)C, CCOC(=O)c1sc(N2CCC(NC(=O)c3[nH]c(C)c(Cl)c3Cl)C(OCC)C2)nc1-c1cnc(Cl)cn1, O. The product is CCOC(=O)c1sc(N2CCC(NC(=O)c3[nH]c(C)c(Cl)c3Cl)C(OCC)C2)nc1-c1cnc(N2CCCCC2)cn1. RXN SMILES: [CH2:38]1[CH2:39][CH2:40][NH:41][CH2:42][CH2:43]1.[CH3:54][N:55]1[CH2:56][CH2:57][CH2:58][CH2:59]1.[CH:44]([N:45]([CH2:46][CH3:47])[CH:48]([CH3:49])[CH3:50])([CH3:51])[CH3:52].[Cl:1][c:2]1[n:3][cH:4][c:5](-[c:8]2[n:9][c:10]([N:18]3[CH2:19][CH:20]([O:35][CH2:36][CH3:37])[CH:21]([NH:24][C:25](=[O:26])[c:27]4[nH:28][c:29]([CH3:34])[c:30]([Cl:33])[c:31]4[Cl:32])[CH2:22][CH2:23]3)[s:11][c:12]2[C:13](=[O:14])[O:15][CH2:16][CH3:17])[n:6][cH:7]1.[OH2:53]>>[c:2]1([N:41]2[CH2:40][CH2:39][CH2:38][CH2:43][CH2:42]2)[n:3][cH:4][c:5](-[c:8]2[n:9][c:10]([N:18]3[CH2:19][CH:20]([O:35][CH2:36][CH3:37])[CH:21]([NH:24][C:25](=[O:26])[c:27]4[nH:28][c:29]([CH3:34])[c:30]([Cl:33])[c:31]4[Cl:32])[CH2:22][CH2:23]3)[s:11][c:12]2[C:13](=[O:14])[O:15][CH2:16][CH3:17])[n:6][cH:7]1. Starting materials: CC=1C=C2C3=C(NC2=CC1)CC1CCCC3N1 (2-methyl-6,7,8,9,10,11-hexahydro-5H-7,11-epiminocycloocta[b]indole), CC1=C(C=CC=C1)C=C (1-methyl-2-vinylbenzene). The product is CC=1C=C2C3=C(N(C2=CC1)CCC1=C(C=CC=C1)C)C[C@@H]1CCC[C@H]3N1 ((7S,11R)-2-methyl-5-[2-(2-methylphenyl)ethyl]-6,7,8,9,10,11-hexahydro-5H-7,11-epiminocycloocta[b]indole). As a reaction SMILES: [CH3:1][C:2]1[CH:3]=[C:4]2[C:8](=[CH:9][CH:10]=1)[NH:7][C:6]1[CH2:11][CH:12]3[NH:17][CH:16]([C:5]2=1)[CH2:15][CH2:14][CH2:13]3.[CH3:18][C:19]1[CH:24]=[CH:23][CH:22]=[CH:21][C:20]=1[CH:25]=[CH2:26]>>[CH3:1][C:2]1[CH:3]=[C:4]2[C:8](=[CH:9][CH:10]=1)[N:7]([CH2:26][CH2:25][C:20]1[CH:21]=[CH:22][CH:23]=[CH:24][C:19]=1[CH3:18])[C:6]1[CH2:11][C@H:12]3[NH:17][C@@H:16]([C:5]2=1)[CH2:15][CH2:14][CH2:13]3. Procedure: The coupling of 2-methyl-6,7,8,9,10,11-hexahydro-5H-7,11-epiminocycloocta[b]indole (110 mg, 0.486 mmol; Example 118A) and 1-methyl-2-vinylbenzene (115 mg, 0.972 mmol; Aldrich) was performed according to the procedure described in Example 114B to afford the title compound as a racemic mixture. Individual enantiomers were obtained by preparative chiral supercritical fluid chromatography (ChiralPak® OD-H 5 μm column, 21×250 mm, 35° C., 10-50% gradient of CH3OH—CO2 containing 0.1% diethylamine, 20 m... Starting materials: C(C)C=1C=NC(=NC1)N1CCC(CC1)NC(OC(C)(C)C)=O (tert-butyl 1-(5-ethylpyrimidin-2-yl)piperidin-4-ylcarbamate). The solvent is C(=O)(C(F)(F)F)O.C(Cl)Cl (TFA CH2Cl2). Product: C(C)C=1C=NC(=NC1)N1CCC(CC1)N (1-(5-ethylpyrimidin-2-yl)piperidin-4-amine). Isolated yield 110.0%. RXN SMILES: [CH2:1]([C:3]1[CH:4]=[N:5][C:6]([N:9]2[CH2:14][CH2:13][CH:12]([NH:15]C(=O)OC(C)(C)C)[CH2:11][CH2:10]2)=[N:7][CH:8]=1)[CH3:2]>C(O)(C(F)(F)F)=O.C(Cl)Cl>[CH2:1]([C:3]1[CH:4]=[N:5][C:6]([N:9]2[CH2:10][CH2:11][CH:12]([NH2:15])[CH2:13][CH2:14]2)=[N:7][CH:8]=1)[CH3:2] |f:1.2|. Reported procedure: A solution of tert-butyl 1-(5-ethylpyrimidin-2-yl)piperidin-4-ylcarbamate (3.2 g, 10 mmol) in 50% TFA/CH2Cl2 (30 mL) was stirred at ambient temperature for 1 hour. The mixture was concentrated in vacuo. The residue was dissolved in EtOAc (200 mL) and washed with saturated sodium carbonate (200 mL) then brine. The combined organic layers were dried over MgSO4, filtered and concentrated in vacuo to yield (1-(5-ethylpyrimidin-2-yl)piperidin-4-amine (2.2 g, 11 mmol, 100%). Mass spectrum (apci) m/z=2... Reactants: CC=1C=C(C=C(C1B1OC(C(O1)(C)C)(C)C)C)O (3,5-dimethyl-4-(4,4,5,5-tetramethyl-[1,3,2]dioxaborolan-2-yl)-phenol), C(=O)([O-])[O-].[Na+].[Na+] (Na2CO3), C(C)(C)(C)OC(NC(=N)C=1SC(=C(C1)S(=O)(=O)C1=CC(=CC=C1)Br)SC)=O ({[4-(3-Bromo-benzenesulfonyl)-5-methylsulfanyl-thiophen-2-yl]-imino-methyl}-carbamic acid tert-butyl ester), tetrakis(triphenylphosine)palladium(0). Run in C1(=CC=CC=C1)C.CCO (toluene EtOH). Yields the product C(C)(C)(C)OC(NC(=N)C=1SC(=C(C1)S(=O)(=O)C=1C=C(C=CC1)C1=C(C=C(C=C1C)O)C)SC)=O ({[4-(4′-Hydroxy-2′,6′-dimethyl-biphenyl-3-sulfonyl)-5-methylsulfanyl-thiophen-2-yl]-imino-methyl}-carbamic acid tert-butyl ester). As a reaction SMILES: [CH3:1][C:2]1[CH:3]=[C:4]([OH:18])[CH:5]=[C:6]([CH3:17])[C:7]=1B1OC(C)(C)C(C)(C)O1.[C:19]([O:23][C:24](=[O:45])[NH:25][C:26]([C:28]1[S:29][C:30]([S:43][CH3:44])=[C:31]([S:33]([C:36]2[CH:41]=[CH:40][CH:39]=[C:38](Br)[CH:37]=2)(=[O:35])=[O:34])[CH:32]=1)=[NH:27])([CH3:22])([CH3:21])[CH3:20].C([O-])([O-])=O.[Na+].[Na+]>C1(C)C=CC=CC=1.CCO>[C:19]([O:23][C:24](=[O:45])[NH:25][C:26]([C:28]1[S:29][C:30]([S:43][CH3:44])=[C:31]([S:33]([C:36]2[CH:37]=[C:38]([C:7]3[C:6]([CH3:17])=[CH:5][C:4]([OH:18])=[CH:3][C:2]=3[CH3:1])[CH:39]=[CH:40][CH:41]=2)(=[O:35])=[O:34])[CH:32]=1)=[NH:27])([CH3:22])([CH3:21])[CH3:20] |f:2.3.4,5.6|. Reported procedure: Following the same procedure as in Example 1, step c, reaction of 3,5-dimethyl-4-(4,4,5,5-tetramethyl-[1,3,2]dioxaborolan-2-yl)-phenol (355 mg, 0.8 mmol, assuming quantitative yield from Example 224, step a), {[4-(3-bromo-benzenesulfonyl)-5-methylsulfanyl-thiophen-2-yl]-imino-methyl}-carbamic acid tert-butyl ester (100 mg, 0.2 mmol, as prepared in Example 27, step c), tetrakis(triphenylphosine)palladium(0) (58 mg, 0.05 mmol, Strem Chemicals Inc, Newburyport, Mass.), Na2CO3 (0.8 mL, 2M), and tolu... Starting materials: C(C)(C)(C)OC(=O)N1CCC(CC1)C1=NN=NN1 (1-(t-Butoxycarbonyl)-4-(1H-tetrazol-5-yl)piperidine), [H-].[Na+] (NaH), C(C1=CC=CC=C1)Br (benzyl bromide). Solvent: CN(C)C=O (DMF). Conditions: time 2.5 hour. Product: C(C1=CC=CC=C1)N1N=C(N=N1)C1CCNCC1 (4-((2-benzyl)tetrazol-5-yl)piperidine). Reaction SMILES: C(OC([N:8]1[CH2:13][CH2:12][CH:11]([C:14]2[NH:18][N:17]=[N:16][N:15]=2)[CH2:10][CH2:9]1)=O)(C)(C)C.[H-].[Na+].[CH2:21](Br)[C:22]1[CH:27]=[CH:26][CH:25]=[CH:24][CH:23]=1>CN(C=O)C>[CH2:21]([N:17]1[N:16]=[N:15][C:14]([CH:11]2[CH2:10][CH2:9][NH:8][CH2:13][CH2:12]2)=[N:18]1)[C:22]1[CH:27]=[CH:26][CH:25]=[CH:24][CH:23]=1 |f:1.2|. Procedure details: A solution of 438 mg (1.7 mmol) of 1-(t-butoxycarbonyl)-4-(1H-tetrazol-5-yl)piperidine (from Step B) in 2 mL of DMF at 0° C. was treated with 83 mg (0.50 mmol) of NaH (60% in mineral oil) and 0.41 mL (3.4 mmol) of benzyl bromide. The resulting mixture was warmed to rt and stirred for 2.5 h. The mixture was partitioned between 50 mL of ether and 50 mL of water and the layers were separated. The organic layer was washed with 50 mL sat'd NaCl, dried over MgSO4 and concentrated. Flash chromatography... Reported procedure: [5-(2-Ethylaminomethyl-4-trifluoromethyl-phenyl)-pyridin-3-yl]-acetic acid ethyl ester and methoxyacetic acid were reacted as described in Example 8, Step 6 to provide [5-(2-{[N-ethyl-N-(2-methoxy-acetyl)-amino]-methyl}-4-trifluoromethyl-phenyl)-pyridin-3-yl]-acetic acid ethyl ester. The ester was hydrolyzed to the acid as described in Example 30, Step 2. RXN SMILES: [CH2:1]([O:3][C:4](=[O:26])[CH2:5][C:6]1[CH:7]=[N:8][CH:9]=[C:10]([C:12]2[CH:17]=[CH:16][C:15]([C:18]([F:21])([F:20])[F:19])=[CH:14][C:13]=2[CH2:22][NH:23][CH2:24][CH3:25])[CH:11]=1)[CH3:2].[CH3:27][O:28][CH2:29][C:30]([OH:32])=O>>[CH2:1]([O:3][C:4](=[O:26])[CH2:5][C:6]1[CH:7]=[N:8][CH:9]=[C:10]([C:12]2[CH:17]=[CH:16][C:15]([C:18]([F:20])([F:19])[F:21])=[CH:14][C:13]=2[CH2:22][N:23]([CH2:24][CH3:25])[C:30](=[O:32])[CH2:29][O:28][CH3:27])[CH:11]=1)[CH3:2]. The product is C(C)OC(CC=1C=NC=C(C1)C1=C(C=C(C=C1)C(F)(F)F)CN(C(COC)=O)CC)=O ([5-(2-{[N-ethyl-N-(2-methoxy-acetyl)-amino]-methyl}-4-trifluoromethyl-phenyl)-pyridin-3-yl]-acetic acid ethyl ester). Reactants: C(C)OC(CC=1C=NC=C(C1)C1=C(C=C(C=C1)C(F)(F)F)CNCC)=O ([5-(2-Ethylaminomethyl-4-trifluoromethyl-phenyl)-pyridin-3-yl]-acetic acid ethyl ester), COCC(=O)O (methoxyacetic acid). Starting materials: NC=1C(=NC=CC1)C(=O)O (3-Aminopicolinic acid), C(=O)N (formamide). Reaction conditions: temperature 170 celsius, time 1 hour. The product is N1=CN=C(C2=C1C=CC=N2)O (pyrido[3,2-d]pyrimidin-4-ol). Reaction SMILES: [NH2:1][C:2]1[C:3]([C:8]([OH:10])=O)=[N:4][CH:5]=[CH:6][CH:7]=1.[CH:11]([NH2:13])=O>>[N:1]1[C:2]2[CH:7]=[CH:6][CH:5]=[N:4][C:3]=2[C:8]([OH:10])=[N:13][CH:11]=1. Reported procedure: 3-Aminopicolinic acid (A-1) (30 g, 217 mmol, 1.0 eq) is suspended in formamide (75 mL, 1.88 mol, 8.66 eq). The resulting mixture is stirred at 140° C. for 1 h and at 170° C. for 1 h and then at 180° C. for an additional 1 h. The mixture is cooled to RT and filtered. The filter cake is washed with water, and dried in vacuo to afford the product, pyrido[3,2-d]pyrimidin-4-ol (A-2). Starting materials: CC(C)(C)OC(=O)N1CCC(C(=O)O)CC1, COc1ccc(C(=O)N(C)C2CNCC2c2ccc(Cl)cc2)cc1C(F)(F)F. The product is COc1ccc(C(=O)N(C)C2CN(C(=O)C3CCN(C(=O)OC(C)(C)C)CC3)CC2c2ccc(Cl)cc2)cc1C(F)(F)F. Reaction SMILES: [C:29]([CH3:30])([CH3:31])([CH3:32])[O:33][C:34](=[O:35])[N:36]1[CH2:37][CH2:38][CH:39]([C:42](=[O:43])[OH:44])[CH2:40][CH2:41]1.[Cl:1][c:2]1[cH:3][cH:4][c:5]([CH:8]2[CH:9]([N:13]([C:14]([c:15]3[cH:16][c:17]([C:23]([F:24])([F:25])[F:26])[c:18]([O:21][CH3:22])[cH:19][cH:20]3)=[O:27])[CH3:28])[CH2:10][NH:11][CH2:12]2)[cH:6][cH:7]1>>[Cl:1][c:2]1[cH:3][cH:4][c:5]([CH:8]2[CH:9]([N:13]([C:14]([c:15]3[cH:16][c:17]([C:23]([F:24])([F:25])[F:26])[c:18]([O:21][CH3:22])[cH:19][cH:20]3)=[O:27])[CH3:28])[CH2:10][N:11]([C:42]([CH:39]3[CH2:38][CH2:37][N:36]([C:34]([O:33][C:29]([CH3:30])([CH3:31])[CH3:32])=[O:35])[CH2:41][CH2:40]3)=[O:43])[CH2:12]2)[cH:6][cH:7]1. The product is COC(=O)CCCCC(Cl)CCCl. Reaction SMILES: [CH3:13][OH:14].[Cl:1][CH:2]([CH2:3][CH2:4][CH2:5][CH2:6][C:7](=[O:8])[OH:9])[CH2:10][CH2:11][Cl:12].[ClH:15]>>[Cl:1][CH:2]([CH2:3][CH2:4][CH2:5][CH2:6][C:7](=[O:8])[O:9][CH3:13])[CH2:10][CH2:11][Cl:12]. Reactants: CO, O=C(O)CCCCC(Cl)CCCl, Cl.